Dataset: the Open Reaction Database (ORD), a public repository of structured organic reaction records. Task: describe an organic reaction: reactants, conditions, products, and yield Starting materials: ClC=1N=C(C2=C(N1)N=C(S2)I)N2CCOCC2 (5-Chloro-2-iodo-7-morpholinothiazolo[4,5-d]pyrimidine), C(C)#N (acetonitrile), O.COC1=C(C=NC=C1)B(O)O (4-methoxypyridine-3-boronic acid hydrate), C([O-])([O-])=O.[Na+].[Na+] (sodium carbonate). The reagents and catalysts are Cl[Pd]([P](C1=CC=CC=C1)(C2=CC=CC=C2)C3=CC=CC=C3)([P](C4=CC=CC=C4)(C5=CC=CC=C5)C6=CC=CC=C6)Cl (trans-dichlorobis(triphenylphosphine)palladium(II)). The solvent is O (Water). The product is ClC=1N=C(C2=C(N1)N=C(S2)C=2C=NC=CC2OC)N2CCOCC2 (5-chloro-2-(4-methoxypyridin-3-yl)-7-morpholinothiazolo[4,5-d]pyrimidine). As a reaction SMILES: [Cl:1][C:2]1[N:3]=[C:4]([N:12]2[CH2:17][CH2:16][O:15][CH2:14][CH2:13]2)[C:5]2[S:10][C:9](I)=[N:8][C:6]=2[N:7]=1.O.[CH3:19][O:20][C:21]1[CH:26]=[CH:25][N:24]=[CH:23][C:22]=1B(O)O.C(=O)([O-])[O-].[Na+].[Na+].C(#N)C>Cl[Pd](Cl)([P](C1C=CC=CC=1)(C1C=CC=CC=1)C1C=CC=CC=1)[P](C1C=CC=CC=1)(C1C=CC=CC=1)C1C=CC=CC=1.O>[Cl:1][C:2]1[N:3]=[C:4]([N:12]2[CH2:17][CH2:16][O:15][CH2:14][CH2:13]2)[C:5]2[S:10][C:9]([C:22]3[CH:23]=[N:24][CH:25]=[CH:26][C:21]=3[O:20][CH3:19])=[N:8][C:6]=2[N:7]=1 |f:1.2,3.4.5,^1:41,60|. Reported procedure: 5-Chloro-2-iodo-7-morpholinothiazolo[4,5-d]pyrimidine, 4-methoxypyridine-3-boronic acid hydrate, and trans-dichlorobis(triphenylphosphine)palladium(II) (0.1 eq) were slurried with equal parts 1M sodium carbonate aqueous solution (3 eq) and acetonitrile. The solution was microwaved at 100° C. for 10 minutes. Water was added and the solution was filtered to give the product 5-chloro-2-(4-methoxypyridin-3-yl)-7-morpholinothiazolo[4,5-d]pyrimidine. Reactants: CC1(OCC2=C(O1)C=CC(=C2)C(CN[C@@H]2CC1=CC(=CC=C1CC2)OCCCCC(=O)OCC)O)C (Ethyl 5-[(2S)-2-[[(2RS)-2-(2,2-dimethylbenzo[1,2-d]-1,3-dioxan-6-yl)-2-hydroxyethyl]amino]-1,2,3,4-tetrahydronaphthalen-7-yloxy]valerate), Cl (hydrochloric acid). The solvent is O1CCCC1 (tetrahydrofuran). Yields the product OC(CN[C@@H]1CC2=CC(=CC=C2CC1)OCCCCC(=O)OCC)C1=CC(=C(C=C1)O)CO (ethyl 5-[(2S)-2-[[(2RS)-2-hydroxy-2-(4-hydroxy-3-hydroxymethylphenyl)ethyl]amino]-1,2,3,4-tetrahydronaphthalen-7-yloxy]valerate). Isolated yield 65.7%. As a reaction SMILES: CC1(C)[O:7][C:6]2[CH:8]=[CH:9][C:10]([CH:12]([OH:35])[CH2:13][NH:14][C@H:15]3[CH2:24][CH2:23][C:22]4[C:17](=[CH:18][C:19]([O:25][CH2:26][CH2:27][CH2:28][CH2:29][C:30]([O:32][CH2:33][CH3:34])=[O:31])=[CH:20][CH:21]=4)[CH2:16]3)=[CH:11][C:5]=2[CH2:4][O:3]1.Cl>O1CCCC1>[OH:35][CH:12]([C:10]1[CH:9]=[CH:8][C:6]([OH:7])=[C:5]([CH2:4][OH:3])[CH:11]=1)[CH2:13][NH:14][C@H:15]1[CH2:24][CH2:23][C:22]2[C:17](=[CH:18][C:19]([O:25][CH2:26][CH2:27][CH2:28][CH2:29][C:30]([O:32][CH2:33][CH3:34])=[O:31])=[CH:20][CH:21]=2)[CH2:16]1. Procedure: Ethyl 5-[(2S)-2-[[(2RS)-2-(2,2-dimethylbenzo[1,2-d]-1,3-dioxan-6-yl)-2-hydroxyethyl]amino]-1,2,3,4-tetrahydronaphthalen-7-yloxy]valerate (207 mg) was dissolved in tetrahydrofuran (2 ml), and 1 N hydrochloric acid (2.0 ml) was added to the solution at room temperature. After reaction for an hour, the reaction mixture was concentrated in vacuo. A saturated aqueous sodium bicarbonate solution was added to the residue, and the resulting mixture was extracted with ethyl acetate. The extract was washe... The reactants are CC=1C=C(C=O)C=CC1N1CCC(CC1)CN1CCCC1 (3-Methyl-4-(4-pyrrolidin-1-ylmethyl-piperidin-1-yl)-benzaldehyde), N1CCCCC1 (piperidine). Yields the product CC=1C=C(CN2CCCC2)C=CC1N1CCC(CC1)CN1CCCC1 (1-[3-Methyl-4-(4-pyrrolidin-1-ylmethyl-piperidin-1-yl)-benzyl]-pyrrolidine). RXN SMILES: [CH3:1][C:2]1[CH:3]=[C:4]([CH:7]=[CH:8][C:9]=1[N:10]1[CH2:15][CH2:14][CH:13]([CH2:16][N:17]2[CH2:21][CH2:20][CH2:19][CH2:18]2)[CH2:12][CH2:11]1)[CH:5]=O.[NH:22]1[CH2:27][CH2:26][CH2:25][CH2:24]C1>>[CH3:1][C:2]1[CH:3]=[C:4]([CH:7]=[CH:8][C:9]=1[N:10]1[CH2:15][CH2:14][CH:13]([CH2:16][N:17]2[CH2:21][CH2:20][CH2:19][CH2:18]2)[CH2:12][CH2:11]1)[CH2:5][N:22]1[CH2:24][CH2:25][CH2:26][CH2:27]1. Procedure: Prepared from the product of Example 66 and piperidine. The reactants are CCC(=O)Cl, CC(C)(Cc1c(C(C)(C)C)c2cc(OCc3ccc4ccccc4n3)ccc2n1Cc1ccc(Cl)cc1)C(=O)O. Product: CCC(=O)c1c(CC(C)(C)C(=O)O)n(Cc2ccc(Cl)cc2)c2ccc(OCc3ccc4ccccc4n3)cc12. As a reaction SMILES: [C:41]([CH2:42][CH3:43])(=[O:44])[Cl:45].[Cl:1][c:2]1[cH:3][cH:4][c:5]([CH2:6][n:7]2[c:8]([CH2:32][C:33]([C:34](=[O:35])[OH:36])([CH3:37])[CH3:38])[c:9]([C:28]([CH3:29])([CH3:30])[CH3:31])[c:10]3[cH:11][c:12]([O:16][CH2:17][c:18]4[n:19][c:20]5[cH:21][cH:22][cH:23][cH:24][c:25]5[cH:26][cH:27]4)[cH:13][cH:14][c:15]23)[cH:39][cH:40]1>>[Cl:1][c:2]1[cH:3][cH:4][c:5]([CH2:6][n:7]2[c:8]([CH2:32][C:33]([C:34](=[O:35])[OH:36])([CH3:37])[CH3:38])[c:9]([C:41]([CH2:42][CH3:43])=[O:44])[c:10]3[cH:11][c:12]([O:16][CH2:17][c:18]4[n:19][c:20]5[cH:21][cH:22][cH:23][cH:24][c:25]5[cH:26][cH:27]4)[cH:13][cH:14][c:15]23)[cH:39][cH:40]1. Starting materials: CCCCOCCOc1ccc(-c2ccc3c(c2)C=C(C(=O)Nc2ccc(SCc4nnnn4CC)cc2)CCN3CC(C)C)cc1, ClCCl, O=C(OO)c1cccc(Cl)c1, [Na+], [Na+], O=S([O-])([O-])=S. Reaction SMILES: [CH2:1]([CH2:2][CH2:3][CH3:4])[O:5][CH2:6][CH2:7][O:8][c:9]1[cH:10][cH:11][c:12](-[c:15]2[cH:16][cH:17][c:18]3[c:19]([cH:47]2)[CH:20]=[C:21]([C:29](=[O:30])[NH:31][c:32]2[cH:33][cH:34][c:35]([S:38][CH2:39][c:40]4[n:41][n:42][n:43][n:44]4[CH2:45][CH3:46])[cH:36][cH:37]2)[CH2:22][CH2:23][N:24]3[CH2:25][CH:26]([CH3:27])[CH3:28])[cH:13][cH:14]1.[CH2:66]([Cl:67])[Cl:68].[Cl:48][c:49]1[cH:50][cH:51][cH:52][c:53]([C:54]([O:55][OH:57])=[O:56])[cH:58]1.[Na+:64].[Na+:65].[S:59]([O-:60])([O-:61])(=[O:62])=[S:63]>>[CH2:1]([CH2:2][CH2:3][CH3:4])[O:5][CH2:6][CH2:7][O:8][c:9]1[cH:10][cH:11][c:12](-[c:15]2[cH:16][cH:17][c:18]3[c:19]([cH:47]2)[CH:20]=[C:21]([C:29](=[O:30])[NH:31][c:32]2[cH:33][cH:34][c:35]([S:38]([CH2:39][c:40]4[n:41][n:42][n:43][n:44]4[CH2:45][CH3:46])=[O:56])[cH:36][cH:37]2)[CH2:22][CH2:23][N:24]3[CH2:25][CH:26]([CH3:27])[CH3:28])[cH:13][cH:14]1. The product is CCCCOCCOc1ccc(-c2ccc3c(c2)C=C(C(=O)Nc2ccc(S(=O)Cc4nnnn4CC)cc2)CCN3CC(C)C)cc1. The reactants are CC(=O)c1cn(CC(=O)Nc2sc3c(c2C(N)=O)CCCC3)nc1C(F)(F)F, C1CCOC1, CO, CC(=O)O, CN. Yields the product CNC(C)c1cn(CC(=O)Nc2sc3c(c2C(N)=O)CCCC3)nc1C(F)(F)F. As a reaction SMILES: [C:10]([CH3:11])(=[O:12])[c:13]1[c:14]([C:34]([F:35])([F:36])[F:37])[n:15][n:16]([CH2:18][C:19](=[O:20])[NH:21][c:22]2[c:23]([C:31](=[O:32])[NH2:33])[c:24]3[c:25]([s:26]2)[CH2:27][CH2:28][CH2:29][CH2:30]3)[cH:17]1.[CH2:5]1[O:6][CH2:7][CH2:8][CH2:9]1.[CH3:1][OH:2].[CH3:38][C:39](=[O:40])[OH:41].[CH3:3][NH2:4]>>[CH3:3][NH:4][CH:10]([CH3:11])[c:13]1[c:14]([C:34]([F:35])([F:36])[F:37])[n:15][n:16]([CH2:18][C:19](=[O:20])[NH:21][c:22]2[c:23]([C:31](=[O:32])[NH2:33])[c:24]3[c:25]([s:26]2)[CH2:27][CH2:28][CH2:29][CH2:30]3)[cH:17]1. The reactants are FC(C(=O)O)(F)F.CC1=CC(=NC(=C1)C)NC(C1=C(C=CC(=C1)F)NC(C1=C(C=C(C=C1)N1CCCC1)OC1CCN(CC1)C)=O)=O (N-(4,6-dimethylpyridin-2-yl)-5-fluoro-2-[2-(1-methylpiperidin-4-yloxy)-4-(pyrrolidin-1-yl)benzoylamino]benzamide trifluoroacetate), FC=1C=CC2=C(C(OC(=N2)C2=C(C=C(C=C2)N2CCCC2)OC2CCN(CC2)C)=O)C1 (6-fluoro-2-[4-(pyrrolidin-1-yl)-2-(1-methylpiperidin-4-yloxy)phenyl]-4H-3,1-benzoxazin-4-one), CC1=CC=NC(=C1)C (4,6-dimethyl-pyridine). Yields the product CC1=CC(=NC(=C1)C)NC(C1=C(C=CC(=C1)F)NC(C1=C(C=C(C=C1)N1CCCC1)OC1CCN(CC1)C)=O)=O (N-(4,6-Dimethylpyridin-2-yl)-5-fluoro-2-[2-(1-methylpiperidin-4-yloxy)-4-(pyrrolidin-1-yl)benzoylamino]benzamide). Reaction SMILES: FC(F)(F)C(O)=O.[CH3:8][C:9]1[CH:14]=[C:13]([CH3:15])[N:12]=[C:11]([NH:16][C:17](=[O:47])[C:18]2[CH:23]=[C:22]([F:24])[CH:21]=[CH:20][C:19]=2[NH:25][C:26](=[O:46])[C:27]2[CH:32]=[CH:31][C:30]([N:33]3[CH2:37][CH2:36][CH2:35][CH2:34]3)=[CH:29][C:28]=2[O:38][CH:39]2[CH2:44][CH2:43][N:42]([CH3:45])[CH2:41][CH2:40]2)[CH:10]=1.FC1C=CC2N=C(C3C=CC(N4CCCC4)=CC=3OC3CCN(C)CC3)OC(=O)C=2C=1.CC1C=C(C)N=CC=1>>[CH3:8][C:9]1[CH:14]=[C:13]([CH3:15])[N:12]=[C:11]([NH:16][C:17](=[O:47])[C:18]2[CH:23]=[C:22]([F:24])[CH:21]=[CH:20][C:19]=2[NH:25][C:26](=[O:46])[C:27]2[CH:32]=[CH:31][C:30]([N:33]3[CH2:34][CH2:35][CH2:36][CH2:37]3)=[CH:29][C:28]=2[O:38][CH:39]2[CH2:40][CH2:41][N:42]([CH3:45])[CH2:43][CH2:44]2)[CH:10]=1 |f:0.1|. Procedure details: Using methods substantially equivalent to those described in Example 118, N-(4,6-dimethylpyridin-2-yl)-5-fluoro-2-[2-(1-methylpiperidin-4-yloxy)-4-(pyrrolidin-1-yl)benzoylamino]benzamide trifluoroacetate was prepared from 6-fluoro-2-[4-(pyrrolidin-1-yl)-2-(1-methylpiperidin-4-yloxy)phenyl]-4H-3,1-benzoxazin-4-one and 4,6-dimethyl-pyridine. The reactants are C(C)(C)(C)C1=CC=C(OC2=C(C=CC(=C2)OC)OC)C=C1 (2-(4-t-butylphenoxy)-1,4-dimethoxybenzene), [Cl-].[Cl-].[Cl-].[Al+3] (aluminum trichloride), ice hydrochloric acid. The solvent is C1=CC=CC=C1 (benzene). Procedure details: A separable flask was charged with 140 g of the thus-obtained 2-(4-t-butylphenoxy)-1,4-dimethoxybenzene, 1000 g of aluminum trichloride and 500 cc of benzene. The mixture was stirred at 100° C. for 2 hours and was thrown into ice-hydrochloric acid. The formed precipitate was recovered by filtration, washed with water and dried to obtain about 100 g of 2-(4-t-butylphenoxy)hydroquinone. Reaction conditions: temperature 100 celsius, time 2 hour. The yield is 79.2%. RXN SMILES: [C:1]([C:5]1[CH:21]=[CH:20][C:8]([O:9][C:10]2[CH:15]=[C:14]([O:16]C)[CH:13]=[CH:12][C:11]=2[O:18]C)=[CH:7][CH:6]=1)([CH3:4])([CH3:3])[CH3:2].[Cl-].[Cl-].[Cl-].[Al+3]>C1C=CC=CC=1>[C:1]([C:5]1[CH:21]=[CH:20][C:8]([O:9][C:10]2[CH:15]=[C:14]([OH:16])[CH:13]=[CH:12][C:11]=2[OH:18])=[CH:7][CH:6]=1)([CH3:4])([CH3:2])[CH3:3] |f:1.2.3.4|. Yields the product C(C)(C)(C)C1=CC=C(OC2=C(O)C=CC(=C2)O)C=C1 (2-(4-t-butylphenoxy)hydroquinone). The reactants are BrCC(=O)C1=CC(=C(C(=C1)[N+](=O)[O-])O)OC (2-bromo-4'-hydroxy-3'-methoxy-5'-nitroacetophenone), NCC(=O)C1=CC=CC=C1 (2-aminoacetophenone), CN(C=O)C (N,N-dimethylformamide). Product: OC1=C(C=C(C(=O)C=2NC3=CC=CC=C3C2C)C=C1[N+](=O)[O-])OC (2-(4-hydroxy-3-methoxy-5-nitrobenzoyl)-3-methylindole). Reaction SMILES: Br[CH2:2][C:3]([C:5]1[CH:10]=[C:9]([N+:11]([O-:13])=[O:12])[C:8]([OH:14])=[C:7]([O:15][CH3:16])[CH:6]=1)=[O:4].N[CH2:18][C:19]([C:21]1[CH:26]=[CH:25][CH:24]=[CH:23][CH:22]=1)=O.C[N:28](C)C=O>>[OH:14][C:8]1[C:9]([N+:11]([O-:13])=[O:12])=[CH:10][C:5]([C:3]([C:2]2[NH:28][C:26]3[C:21]([C:19]=2[CH3:18])=[CH:22][CH:23]=[CH:24][CH:25]=3)=[O:4])=[CH:6][C:7]=1[O:15][CH3:16]. Procedure details: ac) A solution of 29.0 g of 2-bromo-4'-hydroxy-3'-methoxy-5'-nitroacetophenone and 13.5 g of 2-aminoacetophenone in 250 ml of dry N,N-dimethylformamide is stirred at 90° for 16 hours. The reaction mixture is then evaporated to about two thirds and poured on to ice. The separated crystals are filtered under suction and dissolved in methylene chloride. The solution is washed with saturated sodium chloride solution, dried over sodium sulfate, filtered and evaporated. There is obtained 2-(4-hydroxy-...